From a dataset of the Open Reaction Database (ORD), a public repository of structured organic reaction records. describe an organic reaction: reactants, conditions, products, and yield The reactants are [OH-].[Na+] (sodium hydroxide), O (water), COC=1C=C(COC=2C=CC=3N(N2)C=C(N3)C(=O)OCC)C=C(C1OC)OC (Ethyl 6-(3,4,5-trimethoxybenzyloxy)imidazo[1,2-b]pyridazine-2-carboxylate), Cl (hydrochloric acid). The solvent is CO (methanol). Yields the product COC=1C=C(COC=2C=CC=3N(N2)C=C(N3)C(=O)O)C=C(C1OC)OC (6(3,4,5-Trimethoxybenzyloxy)imidazo[1,2-b-]pyridazine-2-carboxylic acid). Yield: 83.5%. RXN SMILES: [CH3:1][O:2][C:3]1[CH:4]=[C:5]([CH:22]=[C:23]([O:27][CH3:28])[C:24]=1[O:25][CH3:26])[CH2:6][O:7][C:8]1[CH:9]=[CH:10][C:11]2[N:12]([CH:14]=[C:15]([C:17]([O:19]CC)=[O:18])[N:16]=2)[N:13]=1.[OH-].[Na+].O.Cl>CO>[CH3:1][O:2][C:3]1[CH:4]=[C:5]([CH:22]=[C:23]([O:27][CH3:28])[C:24]=1[O:25][CH3:26])[CH2:6][O:7][C:8]1[CH:9]=[CH:10][C:11]2[N:12]([CH:14]=[C:15]([C:17]([OH:19])=[O:18])[N:16]=2)[N:13]=1 |f:1.2|. Reported procedure: The product of stage (a) (1.94 g, 5 mmol) was heated under reflux with stirring with sodium hydroxide solution (1 ml, 10M, 10 mmol), water (9 ml) and methanol (5 ml) for 20 min. The mixture was cooled and acidified with dilute hydrochloric acid and filtered to give a solid which was dried at 60° in vacuo to give the title compound as a powder (1.5 g), m.p. 224°-226° (decomp), Nmr δH (d6 -DMSO) 8.56 (1H,s,3H), 8.07 (1H,JAB 8.8Hz, 8H), 7.05 (1H, JAB 8.8Hz, 7H) 6.88 (2H,s,ArH), 5.29 (2H,s,CH2Ar), 3... Starting materials: C(Cl)Cl.CC(=O)C (CH2Cl2 acetone), N1CCCCC1 (piperidine), titanium tetra-isopropylate, C[C@H]1CCC[C@@]2([C@@H](O2)C[C@H](OC(=O)C[C@@H](C(C(=O)[C@@H]([C@H]1O)C)(C)C)O)/C(=C/C3=CSC(=N3)C)/C)C (epothilone B). Run in C(Cl)Cl (CH2Cl2). Run at time 16 hour. Yields the product CC([C@H](CC(=O)O)O)(C(CC)=O)C ((3S)-4,4-Dimethyl-3-hydroxy-5-oxo-heptanoic acid). RXN SMILES: C[C@@H]1[C@H:20](O)[C@@H:19](C)[C:17](=[O:18])[C:16]([CH3:24])([CH3:23])[C@@H:15]([OH:25])[CH2:14][C:12](=[O:13])[O:11][C@H](/C(/C)=C/C2N=C(C)SC=2)C[C@@H]2O[C@]2(C)CCC1.N1CCCCC1.C(Cl)Cl.CC(C)=O>C(Cl)Cl>[CH3:24][C:16]([CH3:23])([C:17](=[O:18])[CH2:19][CH3:20])[C@@H:15]([OH:25])[CH2:14][C:12]([OH:13])=[O:11] |f:2.3|. Procedure details: 0.5 g (0.99 mmol) of epothilone B are dissolved in 84 mL of CH2Cl2. After adding 43 μL (0.44 mmol) of piperidine and 127 μL (0.44 mmol) of titanium tetra-isopropylate, the reaction solution is strirred for 16 h at RT. After concentration In vacuo, the product is purified by FC (150 g of silica gel, CH2Cl2→CH2Cl2/acetone=4:1) giving a colorless oil: Rf (CH2Cl2/acetone=85:15): 0.57; M+H=508; 1H-NMR (500 MHz, DMSO-d6; δ/ppm): 9.56 (d, 1.5 Hz, 1H CHO), 7.37 (s, 1H, H19), 6.45 (s, 1H, H17), 5.31 (m, ... Procedure: N-[4-(3,4-dichlorophenyl)-3,4-dihydro-1(2H)naphthalenylidene]methanamine (Ketimine) (50 g), methanol (300 ml), Raney Nickel (0.15 g wet basis) and o-dichlorobenzene (50 ml) are charged into a reaction vessel. The mixture is hydrogenated at 5 to 6 kg/cm2 over pressure of hydrogen for 6 to 7 hrs at about 28° C. to 30° C. The catalyst is removed by filtration and the cake is washed with 50 ml methanol. The cis to trans ratio is 87 to 89/9 to 13. The amount of dehalogenated by product is <0.1%. The solvent is ClC1=C(C=CC=C1)Cl (o-dichlorobenzene). Reaction SMILES: [Cl:1][C:2]1[CH:3]=[C:4]([CH:9]2[C:18]3[C:13](=[CH:14][CH:15]=[CH:16][CH:17]=3)[C:12](=[N:19][CH3:20])[CH2:11][CH2:10]2)[CH:5]=[CH:6][C:7]=1[Cl:8].CO.[H][H]>[Ni].ClC1C=CC=CC=1Cl>[ClH:1].[Cl:1][C:2]1[CH:3]=[C:4]([C@H:9]2[C:18]3[C:13](=[CH:14][CH:15]=[CH:16][CH:17]=3)[C@@H:12]([NH:19][CH3:20])[CH2:11][CH2:10]2)[CH:5]=[CH:6][C:7]=1[Cl:8] |f:5.6|. Starting materials: ClC=1C=C(C=CC1Cl)C1CCC(C2=CC=CC=C12)=NC (N-[4-(3,4-dichlorophenyl)-3,4-dihydro-1(2H)naphthalenylidene]methanamine), CO (methanol), [H][H] (hydrogen). The reagents and catalysts are [Ni] (Raney Nickel). The product is Cl.ClC=1C=C(C=CC1Cl)[C@@H]1CC[C@@H](C2=CC=CC=C12)NC ((1s-cis)-4-(3,4-dichlorophenyl)-1,2,3,4-tetrahydro-N-methyl-1-naphathalenamine hydrochloride). Procedure details: A solution of (S)-3-[4-acetylamino-2-(2-quinolin-5-yl-ethoxy)-benzenesulfonylamino]-3-cyano-propionic acid tert-butyl ester (0.20 g, 0.40 mmol) in TFA (2 mL) and CH2Cl2 (20 mL) was stirred for 9 h. After the solvent was removed under vacuum, the residue was subjected to preparative reverse-phase HPLC (VYDAC, C18) using a linear gradient of (A) water containing 0.1% TFA and (3) acetonitrile containing 0.1% TFA (0-40% B, in 120 min) at a flow rate of 15 mL/min. Fractions containing the major peak ... Starting materials: C(C)(C)(C)OC(C[C@@H](C#N)NS(=O)(=O)C1=C(C=C(C=C1)NC(C)=O)OCCC1=C2C=CC=NC2=CC=C1)=O ((S)-3-[4-acetylamino-2-(2-quinolin-5-yl-ethoxy)-benzenesulfonylamino]-3-cyano-propionic acid tert-butyl ester). The yield is 25.9%. Product: C(C)(=O)NC1=CC(=C(C=C1)S(=O)(=O)N[C@@H](CC(=O)O)C#N)OCCC1=C2C=CC=NC2=CC=C1 ((S)-3-[4-acetylamino-2-(2-quinolin-5-yl-ethoxy)-benzenesulfonylamino]-3-cyano-propionic acid). The solvent is C(=O)(C(F)(F)F)O (TFA), C(Cl)Cl (CH2Cl2). RXN SMILES: C([O:5][C:6](=[O:38])[CH2:7][C@H:8]([NH:11][S:12]([C:15]1[CH:20]=[CH:19][C:18]([NH:21][C:22](=[O:24])[CH3:23])=[CH:17][C:16]=1[O:25][CH2:26][CH2:27][C:28]1[CH:37]=[CH:36][CH:35]=[C:34]2[C:29]=1[CH:30]=[CH:31][CH:32]=[N:33]2)(=[O:14])=[O:13])[C:9]#[N:10])(C)(C)C>C(O)(C(F)(F)F)=O.C(Cl)Cl>[C:22]([NH:21][C:18]1[CH:19]=[CH:20][C:15]([S:12]([NH:11][C@H:8]([C:9]#[N:10])[CH2:7][C:6]([OH:38])=[O:5])(=[O:14])=[O:13])=[C:16]([O:25][CH2:26][CH2:27][C:28]2[CH:37]=[CH:36][CH:35]=[C:34]3[C:29]=2[CH:30]=[CH:31][CH:32]=[N:33]3)[CH:17]=1)(=[O:24])[CH3:23].